From a dataset of the Open Reaction Database (ORD), a public repository of structured organic reaction records. describe an organic reaction: reactants, conditions, products, and yield Starting materials: [H][H] (hydrogen), C(C1=CC=CC=C1)OC(=O)CCCCC(=O)OC1=C(OC2=CC=CC=C2C1=O)C1=CC=C(C=C1)OC(=O)CCCCC(=O)OCC1=CC=CC=C1 (3,4′-di-(benzyloxycarbonylbutylcarbonyloxy)flavone), C1CCOC1 (THF). Reagents/catalysts: [OH-].[OH-].[Pd+2] (Pd(OH)2). The solvent is CCOC(=O)C (EtOAc). Product: O1C(=CC(=O)C2=CC=CC=C12)C1=CC=CC=C1 (Flavone). Yield: 130.9%. As a reaction SMILES: C(OC(CCCCC(O[C:18]1[C:27](=[O:28])[C:26]2[C:21](=[CH:22][CH:23]=[CH:24][CH:25]=2)[O:20][C:19]=1[C:29]1[CH:34]=[CH:33][C:32](OC(CCCCC(OCC2C=CC=CC=2)=O)=O)=[CH:31][CH:30]=1)=O)=O)C1C=CC=CC=1.[H][H].C1COCC1>CCOC(C)=O.[OH-].[OH-].[Pd+2]>[O:20]1[C:21]2[C:26](=[CH:25][CH:24]=[CH:23][CH:22]=2)[C:27](=[O:28])[CH:18]=[C:19]1[C:29]1[CH:34]=[CH:33][CH:32]=[CH:31][CH:30]=1 |f:4.5.6|. Procedure details: A mixture of 3,4′-di-(benzyloxycarbonylbutylcarbonyloxy)flavone (435 mg, 0.629 mmol) and Pd(OH)2 (50 mg) in EtOAc (5 mL) was treated with hydrogen for 2 h resulting in a grey precipitate. THF was added to dissolve the precipitate and the mixture was filtered (Celite). The pad washed with THF, and the filtrate concentrated. The solid residue was recrystallised from THF/petrol to afford the bis(hemiadipate) as a colourless solid (183 mg, 50%); mp 133° C.; 1H NMR (500 MHz, d6-DMSO) δ 1.55-1.70 (m, ... Run in O (water), [N+](=O)(O)[O-] (nitric acid). The reactants are Cl (hydrochloric acid), ClC1=C(N)C(=CC(=C1)[N+](=O)[O-])Cl (2,6-dichloro-4nitroaniline), [N+](=O)([O-])C1=CC=C(N)C=C1 (4-nitroaniline), [N+](=O)([O-])C1=CC=C(N)C=C1 (4-nitroaniline). Product: ClC1=C(N)C=CC(=C1)[N+](=O)[O-] (2-chloro-4-nitroaniline). Isolated yield 90.0%. RXN SMILES: [Cl:1][C:2]1[CH:8]=[C:7]([N+:9]([O-:11])=[O:10])[CH:6]=[C:5](Cl)[C:3]=1[NH2:4].[N+](C1C=CC(N)=CC=1)([O-])=O.Cl>O.[N+]([O-])(O)=O>[Cl:1][C:2]1[CH:8]=[C:7]([N+:9]([O-:11])=[O:10])[CH:6]=[CH:5][C:3]=1[NH2:4]. Reported procedure: A process for the preparation of substantially pure 2,6-dichloro-4nitroaniline by chlorinatin of 4-nitroaniline with chloring bleaching liquor in water using acids, which comprises chlorinating 1 mole of 4-nitroaniline in 3-6 mole of hydrochloric acid (HCl) or nitric acid (HNO3) in the form of a dilute, aqueous acid in the presence of a dispersing agent which is stable under the reaction conditions, the chlorination initially being carried out at 5° to 10° C. and then at 15°-20° C. and, finally,...